From a dataset of the Open Reaction Database (ORD), a public repository of structured organic reaction records. describe an organic reaction: reactants, conditions, products, and yield Starting materials: [Na+].[Na+].NC=1C=C(C=C2C=C(C=C(C12)S(=O)(=O)[O-])S(=O)(=O)[O-])S(=O)(=O)O (8-amino-1,3,6-naphthalenetrisulfonic acid disodium salt), [OH-].[Na+] (sodium hydroxide). Solvent: O (water). Product: NC=1C=C(C=C2C=C(C=C(C12)S(=O)(=O)O)S(=O)(=O)O)S(=O)(=O)O (8-amino-1,3,6-naphthalenetrisulfonic acid). Yield: 100.1%. As a reaction SMILES: [Na+].[Na+].[NH2:3][C:4]1[CH:5]=[C:6]([S:22]([OH:25])(=[O:24])=[O:23])[CH:7]=[C:8]2[C:13]=1[C:12]([S:14]([O-:17])(=[O:16])=[O:15])=[CH:11][C:10]([S:18]([O-:21])(=[O:20])=[O:19])=[CH:9]2.[OH-].[Na+]>O>[NH2:3][C:4]1[CH:5]=[C:6]([S:22]([OH:25])(=[O:24])=[O:23])[CH:7]=[C:8]2[C:13]=1[C:12]([S:14]([OH:17])(=[O:16])=[O:15])=[CH:11][C:10]([S:18]([OH:21])(=[O:19])=[O:20])=[CH:9]2 |f:0.1.2,3.4|. Procedure details: A solution of 51.2 g of 8-amino-1,3,6-naphthalenetrisulfonic acid disodium salt in 120 ml of water containing 21.0 ml of 5N sodium hydroxide was warmed and filtered. The filtrate was slowly diluted with 400 ml of ethanol, stirred and allowed to cool to room temperature. The solid was collected, washed with ethanol, then ether and dried, giving 46.0 g of 8-amino-1,3,6-naphthalenetrisulfonic acid, trisodium salt. Starting materials: CN(C)S(=O)(=O)n1cc(C(O)c2c(Cl)cc(Cl)cc2Cl)nc1C#N, ClCCl, O=[Cr](=O)([O-])O[Cr](=O)(=O)[O-], c1cc[nH+]cc1, c1cc[nH+]cc1. Product: CN(C)S(=O)(=O)n1cc(C(=O)c2c(Cl)cc(Cl)cc2Cl)nc1C#N. Reaction SMILES: [C:1](#[N:2])[c:3]1[n:4]([S:19]([N:20]([CH3:21])[CH3:22])(=[O:23])=[O:24])[cH:5][c:6]([CH:8]([c:9]2[c:10]([Cl:17])[cH:11][c:12]([Cl:16])[cH:13][c:14]2[Cl:15])[OH:18])[n:7]1.[Cl:46][CH2:47][Cl:48].[Cr:25]([O:26][Cr:27]([O-:28])(=[O:29])=[O:30])([O-:31])(=[O:32])=[O:33].[nH+:34]1[cH:35][cH:36][cH:37][cH:38][cH:39]1.[nH+:40]1[cH:41][cH:42][cH:43][cH:44][cH:45]1>>[C:1](#[N:2])[c:3]1[n:4]([S:19]([N:20]([CH3:21])[CH3:22])(=[O:23])=[O:24])[cH:5][c:6]([C:8]([c:9]2[c:10]([Cl:17])[cH:11][c:12]([Cl:16])[cH:13][c:14]2[Cl:15])=[O:18])[n:7]1. The reactants are [Na+].CC1(C(=[N+](C2=CC=CC=C12)CCCS(=O)(=O)O)\C=C\NC1=CC=CC=C1)CCCS(=O)(=O)O (3-methyl-2-((E)-2-phenylamino-vinyl)-1,3-bis-(3-sulfo-propyl)-3H-indolium sodium salt), [I-].C(=O)(O)CCCC1(C(=[N+](C2=CC=CC=C12)CC)C)C (3-(3-carboxypropyl)-2,3-dimethyl-1-ethyl-3H-indolium iodide salt), N1=CC=CC=C1 (pyridine). Run in C(C)(=O)O (acetic acid), C(C)(=O)OC(C)=O (acetic anhydride). Yields the product [Na+].C(=O)(O)CCCC1(/C(/N(C2=CC=CC=C12)CC)=C\C=C\C1=[N+](C2=CC=CC=C2C1(CCCS(=O)(=O)O)C)CCCS(=O)(=O)O)C (2-((E)-3-[3-(carboxy-propyl)-1-ethyl-3-methyl-1,3-dihydro-indol-(2E)-ylidene]-propenyl)-3-methyl-1,3-bis-(3-sulfo-propyl)-3H-indolium sodium salt). Reaction SMILES: [Na+:1].[CH3:2][C:3]1([CH2:28][CH2:29][CH2:30][S:31]([OH:34])(=[O:33])=[O:32])[C:11]2[C:6](=[CH:7][CH:8]=[CH:9][CH:10]=2)[N+:5]([CH2:12][CH2:13][CH2:14][S:15]([OH:18])(=[O:17])=[O:16])=[C:4]1/[CH:19]=[CH:20]/NC1C=CC=CC=1.[I-].[C:36]([CH2:39][CH2:40][CH2:41][C:42]1([CH3:54])[C:50]2[C:45](=[CH:46][CH:47]=[CH:48][CH:49]=2)[N+:44]([CH2:51][CH3:52])=[C:43]1[CH3:53])([OH:38])=[O:37].N1C=CC=CC=1>C(O)(=O)C.C(OC(=O)C)(=O)C>[Na+:1].[C:36]([CH2:39][CH2:40][CH2:41][C:42]1([CH3:54])[C:50]2[C:45](=[CH:46][CH:47]=[CH:48][CH:49]=2)[N:44]([CH2:51][CH3:52])/[C:43]/1=[CH:53]/[CH:20]=[CH:19]/[C:4]1[C:3]([CH3:2])([CH2:28][CH2:29][CH2:30][S:31]([OH:34])(=[O:32])=[O:33])[C:11]2[C:6](=[CH:7][CH:8]=[CH:9][CH:10]=2)[N+:5]=1[CH2:12][CH2:13][CH2:14][S:15]([OH:18])(=[O:16])=[O:17])([OH:38])=[O:37] |f:0.1,2.3,7.8|. Reported procedure: 500 mg (1 mmol) 1-ethyl-3-methyl-2-((E)-2-phenylamino-vinyl)-5-sulfo-3-(3-sulfo-propyl)-3H-indolium sodium salt 8 and 387 mg (1 mmol) 3-(3-carboxypropyl)-2,3-dimethyl-1-ethyl-3H-indolium iodide salt 3 are dissolved in a mixture of 10 ml acetic acid and 10 ml acetic anhydride. Subsequently, 5 ml of pyridine is added. The solution is stirred under reflux for 15 minutes. The reactants are CC(C)(C)[Si](C)(C)Cl, CC(CO)Cc1ccc(Br)cc1, CN(C)C=O, c1c[nH]cn1. Yields the product CC(CO[Si](C)(C)C(C)(C)C)Cc1ccc(Br)cc1. As a reaction SMILES: [C:18]([CH3:19])([CH3:20])([CH3:21])[Si:22]([CH3:23])([CH3:24])[Cl:25].[CH3:6][CH:7]([CH2:8][OH:9])[CH2:10][c:11]1[cH:12][cH:13][c:14]([Br:17])[cH:15][cH:16]1.[O:26]=[CH:27][N:28]([CH3:29])[CH3:30].[nH:1]1[cH:2][cH:3][n:4][cH:5]1>>[CH3:6][CH:7]([CH2:8][O:9][Si:22]([C:18]([CH3:19])([CH3:20])[CH3:21])([CH3:23])[CH3:24])[CH2:10][c:11]1[cH:12][cH:13][c:14]([Br:17])[cH:15][cH:16]1. Product: OC1=CC=C(CC(C(C)=O)C(C)=O)C=C1 (3(4' hydroxybenzyl)-2,4-pentanedione). RXN SMILES: CNC.[CH3:4][C:5](=[O:10])[CH2:6][C:7](=[O:9])[CH3:8].Cl.Cl[CH2:13][C:14]1[CH:19]=[CH:18][C:17]([OH:20])=[CH:16][CH:15]=1>O>[OH:20][C:17]1[CH:18]=[CH:19][C:14]([CH2:13][CH:6]([C:5](=[O:10])[CH3:4])[C:7](=[O:9])[CH3:8])=[CH:15][CH:16]=1. Run in O (water). Yield: 78.0%. Run at time 1 hour. The reactants are CNC (dimethyl amine), CC(CC(C)=O)=O (2,4-pentanedione), ClCC1=CC=C(C=C1)O (p-CHLOROMETHYL PHENOL), ClCC1=CC=C(C=C1)O (p-chloromethyl phenol), Cl (hydrochloric acid). Procedure details: A solution of p-chloromethyl phenol in acetonitrile (Example 12) was reacted with equimolar dimethyl amine and equimolar 2,4-pentanedione by stirring together for one hour. The reactive mixture was diluted with water, acidified with hydrochloric acid, extracted with ether, and then the ether extract was dried with sodium sulfate. The residual oil was triturated with benzene to yield 78% of 3(4' hydroxybenzyl)-2,4-pentanedione, M.P. 93°-94.5°C. Infrared and nuclear magnetic resonance spectra conf... Starting materials: C(C)(C)(C)OC(=O)N1CCC(CC1)/C=C/C(=O)N1C[C@@H](CCC1)C(=O)NCCC(=O)O (N-[(R)-1-[3-(1-tert-butoxycarbonyl-4-piperidyl)-(E)-acryloyl]-3-piperidylcarbonyl]-β-alanine), Cl (HCl). Solvent: C(C)(=O)OCC (ethyl acetate), C(C)(=O)OCC (ethyl acetate). Reaction conditions: time 2 hour. Product: N1CCC(CC1)/C=C/C(=O)N1C[C@@H](CCC1)C(=O)NCCC(=O)O (N-[(R)-1-[3-(4-piperidyl)-(E)-acryloyl]-3-piperidylcarbonyl]-β-alanine). Isolated yield 54.6%. Reaction SMILES: C(OC([N:8]1[CH2:13][CH2:12][CH:11](/[CH:14]=[CH:15]/[C:16]([N:18]2[CH2:23][CH2:22][CH2:21][C@@H:20]([C:24]([NH:26][CH2:27][CH2:28][C:29]([OH:31])=[O:30])=[O:25])[CH2:19]2)=[O:17])[CH2:10][CH2:9]1)=O)(C)(C)C.Cl>C(OCC)(=O)C>[NH:8]1[CH2:9][CH2:10][CH:11](/[CH:14]=[CH:15]/[C:16]([N:18]2[CH2:23][CH2:22][CH2:21][C@@H:20]([C:24]([NH:26][CH2:27][CH2:28][C:29]([OH:31])=[O:30])=[O:25])[CH2:19]2)=[O:17])[CH2:12][CH2:13]1. Reported procedure: To a solution of N-[(R)-1-[3-(1-tert-butoxycarbonyl-4-piperidyl)-(E)-acryloyl]-3-piperidylcarbonyl]-β-alanine (1.64 g) in ethyl acetate (16 ml) was added 4N HCl in ethyl acetate (9.37 ml) at 0° C., and the reaction mixture was stirred for 2 hours at room temperature. The precipitates were filtered, washed with ether and resolved in water, neutralized with saturated aqueous NaHCO3, desalted by using the resin of HP-20 eluting with isopropanol-H2O (1:1), then freeze-dried to give N-[(R)-1-[3-(4-pi...